This data is from the Open Reaction Database (ORD), a public repository of structured organic reaction records. The task is: describe an organic reaction: reactants, conditions, products, and yield Reactants: C(C)OC=1C=C(CC=2C(=NC(=NC2)N)N)C=C(C1I)OCC (5-(3,5-Diethoxy-4-iodo-benzyl)-pyrimidine-2,4-diamine), C1=C(C=CC2=CC=CC=C12)[B] (naphthalen-2-yl-boron), C(C)OC1=C(C(=CC(=C1)CC=1C(=NC(=NC1)N)N)OCC)C1=CC=CC=C1 (5-(2,6-diethoxy-biphenyl-4-ylmethyl)-pyrimidine-2,4-diamine). Product: C(C)OC=1C=C(CC=2C(=NC(=NC2)N)N)C=C(C1C1=CC2=CC=CC=C2C=C1)OCC (5-(3,5-Diethoxy-4-naphthalen-2-yl-benzyl)-pyrimidine-2,4-diamine). Reaction SMILES: [CH2:1]([O:3][C:4]1[CH:5]=[C:6]([CH:16]=[C:17]([O:20][CH2:21][CH3:22])[C:18]=1I)[CH2:7][C:8]1[C:9]([NH2:15])=[N:10][C:11]([NH2:14])=[N:12][CH:13]=1)[CH3:2].[CH:23]1[C:32]2[C:27](=[CH:28][CH:29]=[CH:30][CH:31]=2)[CH:26]=[CH:25][C:24]=1[B].C(OC1C=C(CC2C(N)=NC(N)=NC=2)C=C(OCC)C=1C1C=CC=CC=1)C>>[CH2:1]([O:3][C:4]1[CH:5]=[C:6]([CH:16]=[C:17]([O:20][CH2:21][CH3:22])[C:18]=1[C:25]1[CH:24]=[CH:23][C:32]2[C:27](=[CH:28][CH:29]=[CH:30][CH:31]=2)[CH:26]=1)[CH2:7][C:8]1[C:9]([NH2:15])=[N:10][C:11]([NH2:14])=[N:12][CH:13]=1)[CH3:2] |^3:32|. Procedure: Starting from 5-(3,5-diethoxy-4-iodo-benzyl)-pyrimidine-2,4-diamine (example 1) (414 mg; 1 mmol) and naphthalen-2-yl-boron acid (690 mg; 4 mmol), 327 mg (79%) 5-(2,6-diethoxy-biphenyl-4-ylmethyl)-pyrimidine-2,4-diamine [sic] are obtained as a colourless powder.